Dataset: the Open Reaction Database (ORD), a public repository of structured organic reaction records. Task: describe an organic reaction: reactants, conditions, products, and yield The reactants are CC(C)(C)OC(=O)N1CCC(c2ccc(OCCCOCc3ccccc3)cc2)C(OCc2ccc3ccc(O)cc3c2)C1, CO, Cl. The product is Oc1ccc2ccc(COC3CNCCC3c3ccc(OCCCOCc4ccccc4)cc3)cc2c1, Cl. As a reaction SMILES: [CH2:1]([c:2]1[cH:3][cH:4][cH:5][cH:6][cH:7]1)[O:8][CH2:9][CH2:10][CH2:11][O:12][c:13]1[cH:14][cH:15][c:16]([CH:19]2[CH:20]([O:32][CH2:33][c:34]3[cH:35][c:36]4[cH:37][c:38]([OH:44])[cH:39][cH:40][c:41]4[cH:42][cH:43]3)[CH2:21][N:22]([C:25]([O:26][C:27]([CH3:28])([CH3:29])[CH3:30])=[O:31])[CH2:23][CH2:24]2)[cH:17][cH:18]1.[CH3:46][OH:47].[ClH:45]>>[CH2:1]([c:2]1[cH:3][cH:4][cH:5][cH:6][cH:7]1)[O:8][CH2:9][CH2:10][CH2:11][O:12][c:13]1[cH:14][cH:15][c:16]([CH:19]2[CH:20]([O:32][CH2:33][c:34]3[cH:35][c:36]4[cH:37][c:38]([OH:44])[cH:39][cH:40][c:41]4[cH:42][cH:43]3)[CH2:21][NH:22][CH2:23][CH2:24]2)[cH:17][cH:18]1.[ClH:45]. Reactants: C(C=C)OC(=O)N1[C@@H](C[C@@H](C1)SC1=C(N2C([C@@H]([C@H]2[C@H]1C)[C@@H](C)O)=O)C(=O)OCC=C)COCC(=O)NC(=O)N (allyl (4R,5S,6S)-3-[(2S,4S)-1-allyloxycarbonyl-2-{(ureidocarbonylmethyl)oxymethyl}pyrrolidin-4-yl]thio-6-[(1R)-1-hydroxyethyl]-4-methyl-7-oxo-1-azabicyclo[3.2.0]hept-2-ene-2-carboxylate), C1(=CC=CC=C1)P(C1=CC=CC=C1)C1=CC=CC=C1 (triphenylphosphine), N1CCOCC1 (morpholine), C(=O)O (formic acid). The reagents and catalysts are C1=CC=C(C=C1)P(C2=CC=CC=C2)C3=CC=CC=C3.C1=CC=C(C=C1)P(C2=CC=CC=C2)C3=CC=CC=C3.C1=CC=C(C=C1)P(C2=CC=CC=C2)C3=CC=CC=C3.C1=CC=C(C=C1)P(C2=CC=CC=C2)C3=CC=CC=C3.[Pd] (tetrakis(triphenylphosphine)palladium(O)). The solvent is O1CCCC1 (tetrahydrofuran), O (water), O (water), C(C)(=O)OCC (ethyl acetate). The product is O[C@H](C)[C@@H]1[C@H]2[C@H](C(=C(N2C1=O)C(=O)O)S[C@H]1C[C@H](NC1)COCC(=O)NC(=O)N)C ((4R,5S,6S)-6-[(1R)-1-hydroxyethyl]-4-methyl-7-oxo 3-[(2S,4S)-2-{(ureidocarbonylmethyl)oxymethyl}pyrrolidin-4-yl]thio-1-azabicyclo[3.2.0]hept-2-ene-2-carboxylic acid). Isolated yield 50.1%. As a reaction SMILES: C(OC([N:7]1[CH2:11][C@@H:10]([S:12][C:13]2[C@H:19]([CH3:20])[C@H:18]3[N:15]([C:16](=[O:24])[C@@H:17]3[C@H:21]([OH:23])[CH3:22])[C:14]=2[C:25]([O:27]CC=C)=[O:26])[CH2:9][C@H:8]1[CH2:31][O:32][CH2:33][C:34]([NH:36][C:37]([NH2:39])=[O:38])=[O:35])=O)C=C.C1(P(C2C=CC=CC=2)C2C=CC=CC=2)C=CC=CC=1.N1CCOCC1.C(O)=O>O1CCCC1.O.C1C=CC(P(C2C=CC=CC=2)C2C=CC=CC=2)=CC=1.C1C=CC(P(C2C=CC=CC=2)C2C=CC=CC=2)=CC=1.C1C=CC(P(C2C=CC=CC=2)C2C=CC=CC=2)=CC=1.C1C=CC(P(C2C=CC=CC=2)C2C=CC=CC=2)=CC=1.[Pd].C(OCC)(=O)C>[OH:23][C@@H:21]([C@H:17]1[C:16](=[O:24])[N:15]2[C@@H:18]1[C@@H:19]([CH3:20])[C:13]([S:12][C@@H:10]1[CH2:11][NH:7][C@H:8]([CH2:31][O:32][CH2:33][C:34]([NH:36][C:37]([NH2:39])=[O:38])=[O:35])[CH2:9]1)=[C:14]2[C:25]([OH:27])=[O:26])[CH3:22] |f:6.7.8.9.10|. Reported procedure: To a solution of allyl (4R,5S,6S)-3-[(2S,4S)-1-allyloxycarbonyl-2-{(ureidocarbonylmethyl)oxymethyl}pyrrolidin-4-yl]thio-6-[(1R)-1-hydroxyethyl]-4-methyl-7-oxo-1-azabicyclo[3.2.0]hept-2-ene-2-carboxylate (0.23 g) in a mixture of tetrahydrofuran (11.5 ml) and water (2.3 ml) were added triphenylphosphine (23 mg), morpholine (0.12 ml), formic acid (0.05 ml), and tetrakis(triphenylphosphine)palladium(O) (26 mg) successively with stirring under ice-cooling. The mixture was stirred at the same temperat... Reactants: CCc1cccc(CC)c1-c1cc(S(N)(=O)=O)ccc1C, CC(=O)O, O=N[O-], [Na+], O, O=[N+]([O-])O. The product is CCc1cc([N+](=O)[O-])cc(CC)c1-c1cc(S(N)(=O)=O)ccc1C. As a reaction SMILES: [CH2:5]([CH3:6])[c:7]1[c:8](-[c:15]2[c:16]([CH3:25])[cH:17][cH:18][c:19]([S:21](=[O:22])(=[O:23])[NH2:24])[cH:20]2)[c:9]([CH2:13][CH3:14])[cH:10][cH:11][cH:12]1.[CH3:26][C:27](=[O:28])[OH:29].[N:30]([O-:31])=[O:32].[Na+:33].[OH2:34].[OH:1][N+:2]([O-:3])=[O:4]>>[O-:1][N+:2](=[O:4])[c:11]1[cH:10][c:9]([CH2:13][CH3:14])[c:8](-[c:15]2[c:16]([CH3:25])[cH:17][cH:18][c:19]([S:21](=[O:22])(=[O:23])[NH2:24])[cH:20]2)[c:7]([CH2:5][CH3:6])[cH:12]1. Starting materials: O (water), C(#N)C1=CC2=C(OC(C3C2O3)(C)C)C=C1 (6-Cyano-3,4-dihydro-2,2-dimethyl-3,4-epoxy-2H-benzo[b]pyran), N1C(CCCC1)=O (2-piperidone), [H-].[Na+] (Sodium hydride). Run in C(C)(=O)OCC (ethyl acetate), CS(=O)C (dimethyl sulphoxide). Run at time 6 hour. Product: C(#N)C1=CC2=C(OC([C@H]([C@@H]2N2C(CCCC2)=O)O)(C)C)C=C1 (6-cyano-3,4-dihydro-2,2-dimethyl-trans-4-(2-oxo-1-piperidinyl)-2H-benzo[b]pyran-3-ol). As a reaction SMILES: [C:1]([C:3]1[CH:15]=[CH:14][C:6]2[O:7][C:8]([CH3:13])([CH3:12])[CH:9]3[O:11][CH:10]3[C:5]=2[CH:4]=1)#[N:2].[NH:16]1[CH2:21][CH2:20][CH2:19][CH2:18][C:17]1=[O:22].[H-].[Na+].O>CS(C)=O.C(OCC)(=O)C>[C:1]([C:3]1[CH:15]=[CH:14][C:6]2[O:7][C:8]([CH3:13])([CH3:12])[C@@H:9]([OH:11])[C@H:10]([N:16]3[CH2:21][CH2:20][CH2:19][CH2:18][C:17]3=[O:22])[C:5]=2[CH:4]=1)#[N:2] |f:2.3|. Procedure: 6-Cyano-3,4-dihydro-2,2-dimethyl-3,4-epoxy-2H-benzo[b]pyran and 2-piperidone were stirred in dimethyl sulphoxide under nitrogen at room temperature. Sodium hydride (81% dispersion in mineral oil) was added during 5 mins. and the reaction stirred for a further 6 hours. Addition of water, extraction with ethyl acetate, drying of the organic phase with magnesium sulpate, filtration, evaporation and recrystallisation from ethyl acetate gave 6-cyano-3,4-dihydro-2,2-dimethyl-trans-4-(2-oxo-1-piperidin...